From a dataset of the Open Reaction Database (ORD), a public repository of structured organic reaction records. describe an organic reaction: reactants, conditions, products, and yield The reactants are O=[N+]([O-])c1ccc2oc(=S)[nH]c2c1, O=P(Cl)(Cl)Cl. Product: O=[N+]([O-])c1ccc2oc(Cl)nc2c1. As a reaction SMILES: [N+:1](=[O:2])([O-:3])[c:4]1[cH:5][cH:6][c:7]2[c:8]([nH:9][c:10](=[S:12])[o:11]2)[cH:13]1.[P:14]([Cl:15])([Cl:16])([Cl:17])=[O:18]>>[N+:1](=[O:2])([O-:3])[c:4]1[cH:5][cH:6][c:7]2[c:8]([n:9][c:10]([Cl:16])[o:11]2)[cH:13]1. RXN SMILES: [CH3:1][C:2]1([CH3:32])[O:3][CH:4]2[CH:5]([O:6]1)[CH:7]([n:12]1[c:13]3[n:14][cH:15][n:16][c:17](-[c:21]4[cH:22][c:23](-[n:27]5[n:28][cH:29][cH:30][cH:31]5)[cH:24][cH:25][cH:26]4)[c:18]3[n:19][cH:20]1)[O:8][CH:9]2[CH2:10][OH:11].[Cl:33][S:34](=[O:35])(=[O:36])[NH2:37]>>[CH3:1][C:2]1([CH3:32])[O:3][CH:4]2[CH:5]([O:6]1)[CH:7]([n:12]1[c:13]3[n:14][cH:15][n:16][c:17](-[c:21]4[cH:22][c:23](-[n:27]5[n:28][cH:29][cH:30][cH:31]5)[cH:24][cH:25][cH:26]4)[c:18]3[n:19][cH:20]1)[O:8][CH:9]2[CH2:10][O:11][S:34](=[O:35])(=[O:36])[NH2:37]. Yields the product CC1(C)OC2C(COS(N)(=O)=O)OC(n3cnc4c(-c5cccc(-n6cccn6)c5)ncnc43)C2O1. Starting materials: CC1(C)OC2C(CO)OC(n3cnc4c(-c5cccc(-n6cccn6)c5)ncnc43)C2O1, NS(=O)(=O)Cl.